This data is from the Open Reaction Database (ORD), a public repository of structured organic reaction records. The task is: describe an organic reaction: reactants, conditions, products, and yield Reactants: C1(CC1)C1=NC(=NO1)C=1N=CN2C1CN(C1=CC=CC=C21)C2CC2 (3-(5-cyclopropyl-1,2,4-oxadiazol-3-yl)-4,5-dihydro-5-cyclopropyl imidazo(1,5-a)quinoxaline), Cl (hydrochloride), C1(CC1)N1CC(NC2=CC=CC=C12)=O (1,2,3,4-tetrahydro-1-cyclopropyl-3-oxo-quinoxaline), C1(CC1)C1=NC(=NO1)C[N+]#[C-] (5-cyclopropyl-3-isocyanomethyl-1,2,4-oxadiazole). The product is C1(CC1)C1=NC(=NO1)C=1N=CN2C1C(N(C1=CC=CC=C21)C)=O (3-(5-cyclopropyl-1,2,4-oxadiazol-3-yl)-4,5-dihydro-4-oxo-5-methyl-imidazo(1,5-a)quinoxaline). Reaction SMILES: [CH:1]1([C:4]2[O:8][N:7]=[C:6]([C:9]3[N:10]=[CH:11][N:12]4[C:21]5[C:16](=[CH:17][CH:18]=[CH:19][CH:20]=5)[N:15]([CH:22]5CC5)[CH2:14][C:13]=34)[N:5]=2)[CH2:3][CH2:2]1.Cl.C1(N2C3C(=CC=CC=3)NC(=[O:39])C2)CC1.C1(C2ON=C(C[N+]#[C-])N=2)CC1>>[CH:1]1([C:4]2[O:8][N:7]=[C:6]([C:9]3[N:10]=[CH:11][N:12]4[C:21]5[C:16](=[CH:17][CH:18]=[CH:19][CH:20]=5)[N:15]([CH3:22])[C:14](=[O:39])[C:13]=34)[N:5]=2)[CH2:3][CH2:2]1. Reported procedure: 3-(5-cyclopropyl-1,2,4-oxadiazol-3-yl)-4,5-dihydro-5-cyclopropyl imidazo(1,5-a)quinoxaline, M.p. of hydrochloride 290°-300° C., by reaction between 1,2,3,4-tetrahydro-1-cyclopropyl-3-oxo-quinoxaline and 5-cyclopropyl-3-isocyanomethyl-1,2,4-oxadiazole.